Dataset: the Open Reaction Database (ORD), a public repository of structured organic reaction records. Task: describe an organic reaction: reactants, conditions, products, and yield The reactants are CCCc1c(Cc2ccc(-c3ccccc3C#N)cc2)c(=O)n(C2CCC(c3ocnc3C(=O)OCC)CC2)c2ncnn12, CO, Cl, [Na+], C1CCOC1, [OH-]. Yields the product CCCc1c(Cc2ccc(-c3ccccc3C#N)cc2)c(=O)n(C2CCC(c3ocnc3C(=O)O)CC2)c2ncnn12. RXN SMILES: [C:1](#[N:2])[c:3]1[c:4](-[c:9]2[cH:10][cH:11][c:12]([CH2:15][c:16]3[c:17](=[O:44])[n:18]([CH:28]4[CH2:29][CH2:30][CH:31]([c:34]5[c:35]([C:39](=[O:40])[O:41][CH2:42][CH3:43])[n:36][cH:37][o:38]5)[CH2:32][CH2:33]4)[c:19]4[n:20]([c:21]3[CH2:22][CH2:23][CH3:24])[n:25][cH:26][n:27]4)[cH:13][cH:14]2)[cH:5][cH:6][cH:7][cH:8]1.[CH3:53][OH:54].[ClH:52].[Na+:46].[O:47]1[CH2:48][CH2:49][CH2:50][CH2:51]1.[OH-:45]>>[C:1](#[N:2])[c:3]1[c:4](-[c:9]2[cH:10][cH:11][c:12]([CH2:15][c:16]3[c:17](=[O:44])[n:18]([CH:28]4[CH2:29][CH2:30][CH:31]([c:34]5[c:35]([C:39](=[O:40])[OH:41])[n:36][cH:37][o:38]5)[CH2:32][CH2:33]4)[c:19]4[n:20]([c:21]3[CH2:22][CH2:23][CH3:24])[n:25][cH:26][n:27]4)[cH:13][cH:14]2)[cH:5][cH:6][cH:7][cH:8]1. Reactants: C(C)(C)(C)OC(=O)N[C@@H](CC(C)C)C(=O)NC(C1=C(C=CC=C1)OC)C#N (N˜2˜-(tert-Butoxycarbonyl)-N˜1˜-[cyano(2-methoxyphenyl)methyl]-L-leucinamide). Run in C(=O)O (formic acid). The product is C(#N)C(NC([C@@H](N)CC(C)C)=O)C1=C(C=CC=C1)OC (N˜1˜-[Cyano(2-methoxyphenyl)methyl]-L-leucinamide). The yield is 99.5%. RXN SMILES: C(OC([NH:8][C@H:9]([C:14]([NH:16][CH:17]([C:26]#[N:27])[C:18]1[CH:23]=[CH:22][CH:21]=[CH:20][C:19]=1[O:24][CH3:25])=[O:15])[CH2:10][CH:11]([CH3:13])[CH3:12])=O)(C)(C)C>C(O)=O>[C:26]([CH:17]([C:18]1[CH:23]=[CH:22][CH:21]=[CH:20][C:19]=1[O:24][CH3:25])[NH:16][C:14](=[O:15])[C@H:9]([CH2:10][CH:11]([CH3:13])[CH3:12])[NH2:8])#[N:27]. Reported procedure: The product from step (i) (3.70 g) in formic acid (40 ml) was stirred for 90 min at room temperature then the solvent was removed under vacuum to give a yellow oil (2.7 g). The reactants are C(C)C1=NC2=C(C=CC=C2C(=C1C(=O)OCC)O)C(F)(F)F (ethyl 2-ethyl-4-hydroxy-8-trifluoromethyl-3-quinoline-carboxylate), ClN1C(CCC1=O)=O (N-chlorosuccinimide), N(=NC(C#N)(C)C)C(C#N)(C)C (azobis-isobutyronitrile). Run in C(Cl)(Cl)(Cl)Cl (carbon tetrachloride). Conditions: temperature 65 celsius, time 5 hour. Product: ClC(C)C1=NC2=C(C=CC=C2C(=C1C(=O)OCC)O)C(F)(F)F (ethyl 2-(1-chloroethyl)-4-hydroxy-8-trifluoromethyl-3-quinoline-carboxylate). The yield is 87.2%. RXN SMILES: [CH2:1]([C:3]1[C:12]([C:13]([O:15][CH2:16][CH3:17])=[O:14])=[C:11]([OH:18])[C:10]2[C:5](=[C:6]([C:19]([F:22])([F:21])[F:20])[CH:7]=[CH:8][CH:9]=2)[N:4]=1)[CH3:2].[Cl:23]N1C(=O)CCC1=O.N(C(C)(C)C#N)=NC(C)(C)C#N>C(Cl)(Cl)(Cl)Cl>[Cl:23][CH:1]([C:3]1[C:12]([C:13]([O:15][CH2:16][CH3:17])=[O:14])=[C:11]([OH:18])[C:10]2[C:5](=[C:6]([C:19]([F:22])([F:20])[F:21])[CH:7]=[CH:8][CH:9]=2)[N:4]=1)[CH3:2]. Procedure: A mixture of 9.3 g of ethyl 2-ethyl-4-hydroxy-8-trifluoromethyl-3-quinoline-carboxylate, 200 ml of carbon tetrachloride, 4.2 g of N-chlorosuccinimide and 0.45 g of azobis-isobutyronitrile was stirred at 65° C. maximum for 5 hours under a lamp and was then cooled to 20° C. and was filtered. The filtrate was evaporated to dryness and the residue was taken up in methylene chloride. The mixture was washed with water, dried and evaporated to dryness. The residue was empasted with petroleum ether and ...